From a dataset of the Open Reaction Database (ORD), a public repository of structured organic reaction records. describe an organic reaction: reactants, conditions, products, and yield The reactants are CC(=O)NC(C)(C)c1cccc(C(F)(F)F)n1, Cl, [Na+], [OH-], O. Product: CC(C)(N)c1cccc(C(F)(F)F)n1. Reaction SMILES: [CH3:1][C:2]([CH3:3])([c:4]1[n:5][c:6]([C:10]([F:11])([F:12])[F:13])[cH:7][cH:8][cH:9]1)[NH:14][C:15](=[O:16])[CH3:17].[ClH:18].[Na+:20].[OH-:19].[OH2:21]>>[CH3:1][C:2]([CH3:3])([c:4]1[n:5][c:6]([C:10]([F:11])([F:12])[F:13])[cH:7][cH:8][cH:9]1)[NH2:14]. The reactants are [OH-].[Na+] (sodium hydroxide), O (water), N1=CC=CC=2CC(CC12)C(=O)N (6,7-Dihydro-5H-[1]pyrindine-6-carboxylic acid amide), [H-].[H-].[H-].[H-].[Li+].[Al+3] (LiAlH4), O (Water). Solvent: C1CCOC1 (THF). Reaction conditions: time 5 minute. Yields the product N1=CC=CC=2CC(CC12)CN (C-(6,7-dihydro-5H-[1]pyrindin-6-yl)methylamine). Reaction SMILES: [N:1]1[C:9]2[CH2:8][CH:7]([C:10]([NH2:12])=O)[CH2:6][C:5]=2[CH:4]=[CH:3][CH:2]=1.[H-].[H-].[H-].[H-].[Li+].[Al+3].O.[OH-].[Na+]>C1COCC1>[N:1]1[C:9]2[CH2:8][CH:7]([CH2:10][NH2:12])[CH2:6][C:5]=2[CH:4]=[CH:3][CH:2]=1 |f:1.2.3.4.5.6,8.9|. Procedure details: 6,7-Dihydro-5H-[1]pyrindine-6-carboxylic acid amide (0.209 g, 1.28 mmol) is added portionwise to a suspension of LiAlH4 (0.204 g, 5.38 mmol) in THF (10 ml). After 5 minutes at ambient temperature, the reaction is heated to reflux for 1.5 hours and then cooled. Water (0.2 ml) is cautiously added, followed by 15% aqueous sodium hydroxide (0.2 ml), followed by further water (0.6 ml). The resultant granular precipitate is filtered and washed with EtOAc. The combined filtrate and washings are evapora... Starting materials: O=C1CCC1, CC(=O)O[BH-](OC(C)=O)OC(C)=O, CCOC(=O)CCN, CC(=O)[O-], ClCCl, Cl, [Na+], [Na+]. Yields the product CCOC(=O)CCNC1CCC1. As a reaction SMILES: [C:10]1(=[O:14])[CH2:11][CH2:12][CH2:13]1.[C:20]([O:21][BH-:22]([O:23][C:24](=[O:25])[CH3:26])[O:27][C:28](=[O:29])[CH3:30])(=[O:31])[CH3:32].[CH2:2]([CH3:3])[O:4][C:5]([CH2:6][CH2:7][NH2:8])=[O:9].[CH3:16][C:17](=[O:18])[O-:19].[Cl:34][CH2:35][Cl:36].[ClH:1].[Na+:15].[Na+:33]>>[CH2:2]([CH3:3])[O:4][C:5]([CH2:6][CH2:7][NH:8][CH:10]1[CH2:11][CH2:12][CH2:13]1)=[O:9].